This data is from the Open Reaction Database (ORD), a public repository of structured organic reaction records. The task is: describe an organic reaction: reactants, conditions, products, and yield Starting materials: CCCC(=O)Nc1[nH]cc(-c2ccc([N+](=O)[O-])cc2)c1C(N)=O, CO, [H][H]. Product: CCCC(=O)Nc1[nH]cc(-c2ccc(N)cc2)c1C(N)=O. RXN SMILES: [C:1]([CH2:2][CH2:3][CH3:4])(=[O:5])[NH:6][c:7]1[nH:8][cH:9][c:10](-[c:15]2[cH:16][cH:17][c:18]([N+:21]([O-:22])=[O:23])[cH:19][cH:20]2)[c:11]1[C:12](=[O:13])[NH2:14].[CH3:26][OH:27].[H:24][H:25]>>[C:1]([CH2:2][CH2:3][CH3:4])(=[O:5])[NH:6][c:7]1[nH:8][cH:9][c:10](-[c:15]2[cH:16][cH:17][c:18]([NH2:21])[cH:19][cH:20]2)[c:11]1[C:12](=[O:13])[NH2:14]. Reactants: O (water), NC(C(C#N)NC(C1=CC(=NC(=C1)C)C)=O)=O (N-(2-amino-1-cyano-2-oxoethyl)-2,6-dimethylisonicotinamide), [H-].S.[Na+] (sodium hydrogen sulfide hydride), Cl.C(C)NCC (diethyl amine hydrochloride). Run in O.O1CCOCC1 (water 1,4-dioxane). Conditions: temperature 60 celsius, time 14 hour. Yields the product NC(C(C(=S)N)NC(C1=CC(=NC(=C1)C)C)=O)=O (N-(1,3-diamino-1-oxo-3-thioxopropan-2-yl)-2,6-dimethylisonicotinamide). The yield is 58.1%. As a reaction SMILES: [NH2:1][C:2](=[O:17])[CH:3]([NH:6][C:7](=[O:16])[C:8]1[CH:13]=[C:12]([CH3:14])[N:11]=[C:10]([CH3:15])[CH:9]=1)[C:4]#[N:5].[H-].[SH2:19].[Na+].Cl.C(NCC)C.O>O.O1CCOCC1>[NH2:1][C:2](=[O:17])[CH:3]([NH:6][C:7](=[O:16])[C:8]1[CH:9]=[C:10]([CH3:15])[N:11]=[C:12]([CH3:14])[CH:13]=1)[C:4]([NH2:5])=[S:19] |f:1.2.3,4.5,7.8|. Reported procedure: A mixture of N-(2-amino-1-cyano-2-oxoethyl)-2,6-dimethylisonicotinamide (1.5 g, 0.00646 mol, 1 eq), sodium hydrogen sulfide hydride (1.05 g, 0.00646 mol, 3 eq) in water/1,4-dioxane, diethyl amine hydrochloride (1.0 g, 0.01939 mol, 3 eq) is stirred for 14 h at 60° C. After the completion of the reaction, the reaction mass is allowed to cool, water is added and extracted with ethyl acetate and dried over sodium sulfate. The solvent is evaporated and the crude is recrystallised in diethyl ether to ... Yields the product N=1C=C(N2C1C=NC=C2)C(=O)OCC (ethyl imidazo[1,2-a]pyrazine-3-carboxylate). The reactants are CO (methanol), BrCC(C(=O)[O-])=O (3-bromo-2-oxo-propionate), N1=C(C=NC=C1)N (Pyrazin-2-amine), COCCOC (ethylene glycol dimethyl ether). Yield: 28.9%. Reported procedure: Pyrazin-2-amine 4a (1 g, 10 mmol) was dissolved in 50 mL of ethylene glycol dimethyl ether, followed by addition of 50 mL of methanol and 3-bromo-2-oxo-propionate (2.30 g, 12 mmol). After stirring for 4 hours at room temperature, the reaction mixture was cooled to 0° C. and stirred for 30 minutes until a solid precipitated. The reaction mixture was filtered, and the filter cake was washed with ether (10 mL×3). The solid was dissolved in 50 mL of anhydrous ethanol and the solution was refluxed fo... Reaction SMILES: [N:1]1[CH:6]=[CH:5][N:4]=[CH:3][C:2]=1[NH2:7].CO.Br[CH2:11][C:12](=O)[C:13]([O-:15])=[O:14].CO[CH2:19][CH2:20]OC>>[N:7]1[CH:11]=[C:12]([C:13]([O:15][CH2:19][CH3:20])=[O:14])[N:1]2[CH:6]=[CH:5][N:4]=[CH:3][C:2]=12. Run at time 4 hour. Starting materials: C(/C1=CC=CC=C1)=C/1\C(=O)OC(C1)=O ((E)-benzylidenesuccinic anhydride), C1NC[C@@H]2CCCC[C@H]12 (cis-hexahydroisoindoline). Solvent: ClCCl (dichloromethane). Run at time 2 hour. Product: C(/C1=CC=CC=C1)=C(\C(=O)O)/CC(=O)N1C[C@H]2CCCC[C@H]2C1 ((E)-2-benzylidene-3-(cis-hexahydro-2-isoindolinylcarbonyl)propionic acid). The yield is 84.2%. Reaction SMILES: [CH:1](=[C:8]1/[C:9]([O:11][C:12](=[O:14])[CH2:13]/1)=[O:10])\[C:2]1[CH:7]=[CH:6][CH:5]=[CH:4][CH:3]=1.[CH2:15]1[C@@H:23]2[C@@H:18]([CH2:19][CH2:20][CH2:21][CH2:22]2)[CH2:17][NH:16]1>ClCCl>[CH:1](=[C:8](/[CH2:13][C:12]([N:16]1[CH2:17][C@H:18]2[C@H:23]([CH2:22][CH2:21][CH2:20][CH2:19]2)[CH2:15]1)=[O:14])\[C:9]([OH:11])=[O:10])/[C:2]1[CH:7]=[CH:6][CH:5]=[CH:4][CH:3]=1. Procedure details: To a suspension of (E)-benzylidenesuccinic anhydride (13.9 g) in dichloromethane (120 ml) was added cis-hexahydroisoindoline (12.0 g) and the mixture was stirred at room temperature for 2 hours. The reaction mixture was washed successively with 1N hydrochloric acid and brine and dried over MgSO4. After the solvent was evaporated under reduced pressure, the residue was crystallized from ethyl acetate to give 19.5 g of (E)-2-benzylidene-3-(cis-hexahydro-2-isoindolinylcarbonyl)propionic acid.